This data is from the Open Reaction Database (ORD), a public repository of structured organic reaction records. The task is: describe an organic reaction: reactants, conditions, products, and yield Reactants: C(CCCCCCCCCCCO)O (dodecane-1,12-diol), Br (HBr), O (water). Run in C1(=CC=CC=C1)C (toluene). Yields the product BrCCCCCCCCCCCCO (12-bromododecan-1-ol), solid. The yield is 78.0%. As a reaction SMILES: [CH2:1](O)[CH2:2][CH2:3][CH2:4][CH2:5][CH2:6][CH2:7][CH2:8][CH2:9][CH2:10][CH2:11][CH2:12][OH:13].[BrH:15].O>C1(C)C=CC=CC=1>[Br:15][CH2:1][CH2:2][CH2:3][CH2:4][CH2:5][CH2:6][CH2:7][CH2:8][CH2:9][CH2:10][CH2:11][CH2:12][OH:13]. Reported procedure: To a stirred solution of dodecane-1,12-diol (8.365 g, 42.75 mmol), 48% HBr in water (9.7 ml, 85.50 mmol) and toluene (120 ml) were added and the reaction mixture refluxed for 3 h. The reaction mixture was then concentrated, the crude compound was dissolved in DCM (150 ml), washed with water, NaHCO3 brine solution, dried over MgSO4 and concentrated. The crude product was purified by silica gel column (5% EtOAc in hexane) to obtain 12-bromododecan-1-ol as an off-white low melting solid (8.87 g, 78...